Task: describe an organic reaction: reactants, conditions, products, and yield. Dataset: the Open Reaction Database (ORD), a public repository of structured organic reaction records Starting materials: NC(=O)CBr, CC#N, [Ca+2], CS(=O)c1c(C#N)nn(-c2c(Cl)cc(C(F)(F)F)cc2Cl)c1N, [Na+], O=C([O-])[O-], [OH-], O. Product: CS(=O)c1c(C#N)nn(-c2c(Cl)cc(C(F)(F)F)cc2Cl)c1NCC(N)=O. Reaction SMILES: [Br:24][CH2:25][C:26](=[O:27])[NH2:28].[CH3:31][C:32]#[N:33].[Ca+2:35].[NH2:1][c:2]1[c:3]([S:21](=[O:22])[CH3:23])[c:4]([C:19]#[N:20])[n:5][n:6]1-[c:7]1[c:8]([Cl:18])[cH:9][c:10]([C:14]([F:15])([F:16])[F:17])[cH:11][c:12]1[Cl:13].[Na+:30].[O-:36][C:37](=[O:38])[O-:39].[OH-:29].[OH2:34]>>[NH:1]([c:2]1[c:3]([S:21](=[O:22])[CH3:23])[c:4]([C:19]#[N:20])[n:5][n:6]1-[c:7]1[c:8]([Cl:18])[cH:9][c:10]([C:14]([F:15])([F:16])[F:17])[cH:11][c:12]1[Cl:13])[CH2:25][C:26](=[O:27])[NH2:28]. The reactants are C1(=CC=CC=C1)CCC(CCC1=CC=CC=C1)O (1,5-diphenyl-3-pentanol), OC(CSC1=CC=CC=C1)CSC1=CC=CC=C1 (2-Hydroxy-1,3-di(S-phenylthio)propane), C(C)(=O)OCC (ethyl acetate). Solvent: CCCCCC (hexane). Product: C1(=CC=CC=C1)SCC(CSC1=CC=CC=C1)OCOC (1,3-Di-(S-phenylthio)-2-((methoxy)methoxy)propane). RXN SMILES: C1(CCC(O)CCC2C=CC=CC=2)C=CC=CC=1.[OH:19][CH:20]([CH2:29][S:30][C:31]1[CH:36]=[CH:35][CH:34]=[CH:33][CH:32]=1)[CH2:21][S:22][C:23]1[CH:28]=[CH:27][CH:26]=[CH:25][CH:24]=1.[C:37]([O:40][CH2:41]C)(=O)C>CCCCCC>[C:31]1([S:30][CH2:29][CH:20]([O:19][CH2:37][O:40][CH3:41])[CH2:21][S:22][C:23]2[CH:28]=[CH:27][CH:26]=[CH:25][CH:24]=2)[CH:36]=[CH:35][CH:34]=[CH:33][CH:32]=1. Procedure: Using the procedure of Example 51 but 1,5-diphenyl-3-pentanol with the resultant compound of Example 15 gave, after silica gel chromatography using 15% ethyl acetate in hexane, 44 mg (31%) of the desired compound (Rf 0.27, 20% ethyl acetate in hexane). 1H NMR (CDCl3) δ 3.21 (dd, J=15, 6 Hz, 2H), 3.26 (dd, J=15, 6 Hz, 2H), 3.40 (s, 3H), 3.91 (pentet, J=6 Hz, 1H), 4.68 (s, 2H), 7.15-7.35 (m, 10H). Mass spectrum (M +NH4)+ =338.